Dataset: the Open Reaction Database (ORD), a public repository of structured organic reaction records. Task: describe an organic reaction: reactants, conditions, products, and yield Product: O=C(O)C(O)(c1ccccc1)c1ccc(Br)cc1. Reaction SMILES: [Br:1][c:2]1[cH:3][cH:4][c:5]([C:6](=[O:7])[c:8]2[cH:9][cH:10][cH:11][cH:12][cH:13]2)[cH:14][cH:15]1.[C:22]([O-:23])([OH:24])=[O:25].[CH3:16][Si:17]([C:18]#[N:19])([CH3:20])[CH3:21].[Cl:27][CH2:28][Cl:29].[I-:30].[I-:32].[Na+:26].[Zn+2:31]>>[Br:1][c:2]1[cH:3][cH:4][c:5]([C:6]([OH:7])([c:8]2[cH:9][cH:10][cH:11][cH:12][cH:13]2)[C:22](=[O:23])[OH:24])[cH:14][cH:15]1. The reactants are O=C(c1ccccc1)c1ccc(Br)cc1, O=C([O-])O, C[Si](C)(C)C#N, ClCCl, [I-], [I-], [Na+], [Zn+2]. Starting materials: CO, CC(N=[N+]=[N-])C(C)N1C(=O)C2(OCCCO2)c2cc(S(=O)(=O)N3CCCC3)ccc21. Product: CC(N)C(C)N1C(=O)C2(OCCCO2)c2cc(S(=O)(=O)N3CCCC3)ccc21. Reaction SMILES: [CH3:31][OH:32].[N:1]1([S:6](=[O:7])(=[O:8])[c:9]2[cH:10][c:11]3[c:12]([cH:13][cH:14]2)[N:15]([CH:24]([CH:25]([CH3:26])[N:27]=[N+:28]=[N-:29])[CH3:30])[C:16](=[O:23])[C:17]32[O:18][CH2:19][CH2:20][CH2:21][O:22]2)[CH2:2][CH2:3][CH2:4][CH2:5]1>>[N:1]1([S:6](=[O:7])(=[O:8])[c:9]2[cH:10][c:11]3[c:12]([cH:13][cH:14]2)[N:15]([CH:24]([CH:25]([CH3:26])[NH2:27])[CH3:30])[C:16](=[O:23])[C:17]32[O:18][CH2:19][CH2:20][CH2:21][O:22]2)[CH2:2][CH2:3][CH2:4][CH2:5]1. Starting materials: BrC=1N=C(C(=NC1)N1CCCC1)C1=C(C=CC=C1)Cl (5-bromo-3-(2-chloro-phenyl)-2-pyrrolidin-1-yl-pyrazine), C(C)(=O)OCC (ethyl acetate), ClCCl (dichloromethane), [C]=O (carbon monoxide). The reagents and catalysts are C1=CC=C(C=C1)P([C-]2C=CC=C2)C3=CC=CC=C3.C1=CC=C(C=C1)P([C-]2C=CC=C2)C3=CC=CC=C3.Cl[Pd]Cl.[Fe+2] ([1,1′-bis(diphenylphosphino)-ferrocen]palladium(II)chloride). Solvent: CO (methanol), C(C)N(CC)CC (triethylamine). The product is COC(=O)C1=NC(=C(N=C1)N1CCCC1)C1=C(C=CC=C1)Cl (6-(2-Chloro-phenyl)-5-pyrrolidin-1-yl-pyrazine-2-carboxylic Acid Methyl Ester). Reaction SMILES: Br[C:2]1[N:3]=[C:4]([C:13]2[CH:18]=[CH:17][CH:16]=[CH:15][C:14]=2[Cl:19])[C:5]([N:8]2[CH2:12][CH2:11][CH2:10][CH2:9]2)=[N:6][CH:7]=1.[C:20]([O:23][CH2:24]C)(=[O:22])C.ClCCl.[C]=O>CO.C1C=CC(P(C2C=CC=CC=2)[C-]2C=CC=C2)=CC=1.C1C=CC(P(C2C=CC=CC=2)[C-]2C=CC=C2)=CC=1.Cl[Pd]Cl.[Fe+2].C(N(CC)CC)C>[CH3:24][O:23][C:20]([C:2]1[CH:7]=[N:6][C:5]([N:8]2[CH2:12][CH2:11][CH2:10][CH2:9]2)=[C:4]([C:13]2[CH:18]=[CH:17][CH:16]=[CH:15][C:14]=2[Cl:19])[N:3]=1)=[O:22] |f:5.6.7.8,^3:28|. Reported procedure: To a solution of 5-bromo-3-(2-chloro-phenyl)-2-pyrrolidin-1-yl-pyrazine (0.25 g) in 7 ml methanol was added 2 ml ethyl acetate, 0.035 g [1,1′-bis(diphenylphosphino)-ferrocen]palladium(II)chloride 1:1 complex with dichloromethane and 0.25 ml triethylamine and the mixture was stirred at 110° C. under 70 bar carbon monoxide for 18 h. The reaction mixture was evaporated and the residue was purified by chromatography on silica gel with heptane:ethyl acetate=2:1 to yield 0.15 g of the title compound a... The reactants are aqueous solution, C(C(O)C(O)C(=O)O)(=O)O (tartaric acid), solution, [H-].C(C(C)C)[Al+]CC(C)C (diisobutyl aluminum hydride), C(C)(C)(C)NC(=O)[C@@H]1[C@]2(C)[C@@H](CC1)[C@@H]1CC=C3C=C(CC[C@]3(C)[C@H]1CC2)C#N (N-t-butyl-3-cyanoandrosta-3,5-diene-17β-carboxamide). The solvent is C1(=CC=CC=C1)C (toluene), C1(=CC=CC=C1)C (toluene). Conditions: temperature 0 celsius, time 30 minute. Yields the product C(C)(C)(C)NC(=O)[C@@H]1[C@]2(C)[C@@H](CC1)[C@@H]1CC=C3C=C(CC[C@]3(C)[C@H]1CC2)C=O (N-t-Butyl-3-formylandrosta-3,5-diene-17β-carboxamide). RXN SMILES: [H-].C([Al+]CC(C)C)C(C)C.[C:11]([NH:15][C:16]([C@H:18]1[CH2:23][CH2:22][C@H:21]2[C@H:24]3[C@H:34]([CH2:35][CH2:36][C@:19]12[CH3:20])[C@:32]1([CH3:33])[C:27]([CH:28]=[C:29]([C:37]#N)[CH2:30][CH2:31]1)=[CH:26][CH2:25]3)=[O:17])([CH3:14])([CH3:13])[CH3:12].C(O)(=O)C(C(C(O)=O)O)[OH:41]>C1(C)C=CC=CC=1>[C:11]([NH:15][C:16]([C@H:18]1[CH2:23][CH2:22][C@H:21]2[C@H:24]3[C@H:34]([CH2:35][CH2:36][C@:19]12[CH3:20])[C@:32]1([CH3:33])[C:27]([CH:28]=[C:29]([CH:37]=[O:41])[CH2:30][CH2:31]1)=[CH:26][CH2:25]3)=[O:17])([CH3:12])([CH3:13])[CH3:14] |f:0.1|. Reported procedure: 2 ml of a 1M solution of diisobutyl aluminum hydride in toluene were added at 0° C. to 10 ml of a dry solution of toluene containing 380 mg of N-t-butyl-3-cyanoandrosta-3,5-diene-17β-carboxamide (prepared as described in Preparation 2). The reaction mixture was then stirred at 0° C. for 30 minutes, after which 30 ml of an aqueous solution of 1.5 g of tartaric acid were added to the mixture. The reaction mixture was then stirred at room temperature for 2 hours, and rhea extracted with methylene c... The reactants are CCOC(C)=O, CCCCCCC, CCOC(C)=O, COC(C)CO, ClCCl, O, Cc1ccc(S(=O)(=O)Cl)cc1, c1ccncc1. Product: COC(C)COS(=O)(=O)c1ccc(C)cc1. RXN SMILES: [C:27]([O:28][CH2:29][CH3:30])(=[O:31])[CH3:32].[CH3:33][CH2:34][CH2:35][CH2:36][CH2:37][CH2:38][CH3:39].[CH3:40][CH2:41][O:42][C:43](=[O:44])[CH3:45].[CH3:4][O:5][CH:6]([CH2:7][OH:8])[CH3:9].[Cl:1][CH2:2][Cl:3].[OH2:46].[c:16]1([CH3:26])[cH:17][cH:18][c:19]([S:22](=[O:23])(=[O:24])[Cl:25])[cH:20][cH:21]1.[cH:10]1[cH:11][cH:12][n:13][cH:14][cH:15]1>>[CH3:4][O:5][CH:6]([CH2:7][O:8][S:22]([c:19]1[cH:18][cH:17][c:16]([CH3:26])[cH:21][cH:20]1)(=[O:23])=[O:24])[CH3:9]. RXN SMILES: [C:12](=[O:13])([O-:14])[O-:15].[CH-:32]([C:33](=[O:34])[CH3:35])[C:36](=[O:37])[CH3:38].[CH3:1][O:2][c:3]1[cH:4][c:5]2[c:6]([cH:7][n:8]1)[nH:9][cH:10][cH:11]2.[CH3:27][S:28]([CH3:29])=[O:30].[Cl-:25].[Cu+2:31].[I:18][c:19]1[cH:20][cH:21][cH:22][cH:23][cH:24]1.[K+:16].[K+:17].[NH4+:26]>>[CH3:1][O:2][c:3]1[cH:4][c:5]2[c:6]([cH:7][n:8]1)[n:9](-[c:19]1[cH:20][cH:21][cH:22][cH:23][cH:24]1)[cH:10][cH:11]2. Starting materials: O=C([O-])[O-], CC(=O)[CH-]C(C)=O, COc1cc2cc[nH]c2cn1, CS(C)=O, [Cl-], [Cu+2], Ic1ccccc1, [K+], [K+], [NH4+]. The product is COc1cc2ccn(-c3ccccc3)c2cn1. Starting materials: Compound 76, C(C)C(CC)NO (N-(1-ethylpropyl)hydroxylamine), C(C1=CC=CC=C1)(=O)C1=CC=C(C(=O)O)C=C1 (4-benzoylbenzoic acid), [N-]=C=O (isocyanate). Yields the product ON(C(=O)NC1=CC=C(C=C1)C(C1=CC=CC=C1)=O)C(CC)CC (1-Hydroxy-1-(1-ethylpropyl)-3-(4-benzoylphenyl)urea). RXN SMILES: [C:1]([C:9]1[CH:17]=[CH:16][C:12](C(O)=O)=[CH:11][CH:10]=1)(=[O:8])[C:2]1[CH:7]=[CH:6][CH:5]=[CH:4][CH:3]=1.[N-:18]=[C:19]=[O:20].[CH2:21]([CH:23]([NH:26][OH:27])[CH2:24][CH3:25])[CH3:22]>>[OH:27][N:26]([CH:23]([CH2:24][CH3:25])[CH2:21][CH3:22])[C:19]([NH:18][C:12]1[CH:11]=[CH:10][C:9]([C:1](=[O:8])[C:2]2[CH:3]=[CH:4][CH:5]=[CH:6][CH:7]=2)=[CH:17][CH:16]=1)=[O:20]. Procedure details: Using the method of Compound 76, 4-benzoylbenzoic acid (1.47 g, 6.5 mmole) was converted to the corresponding isocyanate then reacted with N-(1-ethylpropyl)hydroxylamine (1.0 g, 10 mmole) to provide 0.58 g of the desired product as white crystals, m.p. 156°-157° C. Analysis: Calculated for C19H22N2O3 : %C, 69.92; %H, 6.79; %N, 8.58; Found: %C, 69.7; %H, 6.61; %N, 8.64. The reactants are COC(C1=CC(=NC=C1)N)=O (2-amino-isonicotinic acid methyl ester), BrCC(=O)C1=CC=CC=C1 (ω-bromoacetophenone), C(=O)(O)[O-].[Na+] (NaHCO3), CO (methanol). The solvent is O (water). Run at time 15 minute. Yields the product COC(=O)C1=CC=2N(C=C1)C=C(N2)C2=CC=CC=C2 (2-Phenyl-imidazo[1,2-a]pyridine-7-carboxylic acid methyl ester). RXN SMILES: [CH3:1][O:2][C:3](=[O:11])[C:4]1[CH:9]=[CH:8][N:7]=[C:6]([NH2:10])[CH:5]=1.Br[CH2:13][C:14]([C:16]1[CH:21]=[CH:20][CH:19]=[CH:18][CH:17]=1)=O.C([O-])(O)=O.[Na+].CO>O>[CH3:1][O:2][C:3]([C:4]1[CH:9]=[CH:8][N:7]2[CH:13]=[C:14]([C:16]3[CH:21]=[CH:20][CH:19]=[CH:18][CH:17]=3)[N:10]=[C:6]2[CH:5]=1)=[O:11] |f:2.3|. Procedure details: A mixture of 2-amino-isonicotinic acid methyl ester (5 g, 32 mmol), ω-bromoacetophenone (6.47 g, 32 mmol), NaHCO3 (2.95 g, 35 mmol) and methanol (30 ml) was heated under an atmosphere of argon to reflux (3 h). After cooling, water (20 ml) was added, the mixture was stirred at r.t. (15 min), and filtered. The obtained solid was washed (water, methanol, diethyl ether) and dried under vacuum. The product (6.8 g, 85%) was used in the next step without further purification. MS (m/e)=253.2 [M+H+].